describe an organic reaction: reactants, conditions, products, and yield From a dataset of the Open Reaction Database (ORD), a public repository of structured organic reaction records. The reactants are CC(C)(C)O, CCCCc1ccc(Cl)cc1, [K+], Nc1ccc(C(=O)O)cc1, [OH-]. The product is CCCCc1ccc(Nc2ccc(C(=O)O)cc2)cc1. RXN SMILES: [C:24]([OH:25])([CH3:26])([CH3:27])[CH3:28].[CH2:13]([CH2:14][CH2:15][CH3:16])[c:17]1[cH:18][cH:19][c:20]([Cl:23])[cH:21][cH:22]1.[K+:2].[NH2:3][c:4]1[cH:5][cH:6][c:7]([C:8](=[O:9])[OH:10])[cH:11][cH:12]1.[OH-:1]>>[NH:3]([c:4]1[cH:5][cH:6][c:7]([C:8](=[O:9])[OH:10])[cH:11][cH:12]1)[c:20]1[cH:19][cH:18][c:17]([CH2:13][CH2:14][CH2:15][CH3:16])[cH:22][cH:21]1. The reactants are ClCC1=NN=C2N1C1=C(C(=NC2)C2=CC=CC=C2)C=CC=C1 (1-(chloromethyl)-6-phenyl-4H-s-triazolo[4,3-a][1,4]benzodiazepine), CNC (dimethylamine). Yields the product CN(C)CC1=NN=C2N1C1=C(C(=NC2)C2=CC=CC=C2)C=CC=C1 (1-[(dimethylamino)-methyl]-6-phenyl-4H-s-triazolo[4,3-a][1,4]benzodiazepine). Reaction SMILES: Cl[CH2:2][C:3]1[N:7]2[C:8]3[CH:22]=[CH:21][CH:20]=[CH:19][C:9]=3[C:10]([C:13]3[CH:18]=[CH:17][CH:16]=[CH:15][CH:14]=3)=[N:11][CH2:12][C:6]2=[N:5][N:4]=1.[CH3:23][NH:24][CH3:25]>>[CH3:23][N:24]([CH2:2][C:3]1[N:7]2[C:8]3[CH:22]=[CH:21][CH:20]=[CH:19][C:9]=3[C:10]([C:13]3[CH:18]=[CH:17][CH:16]=[CH:15][CH:14]=3)=[N:11][CH2:12][C:6]2=[N:5][N:4]=1)[CH3:25]. Reported procedure: In the manner given in Example 1, 1-(chloromethyl)-6-phenyl-4H-s-triazolo[4,3-a][1,4]benzodiazepine was reacted with dimethylamine to give 1-[(dimethylamino)-methyl]-6-phenyl-4H-s-triazolo[4,3-a][1,4]benzodiazepine of melting point 182°-183.5° C. Starting materials: BrC1=CC=CC(=N1)C(=O)N1CC(N(CC1)C(=O)C1=NN(C=N1)C1=CC(=CC=C1)Cl)(C)C ([4-(6-bromo-pyridine-2-carbonyl)-2,2-dimethyl-piperazin-1-yl]-[1-(3-chloro-phenyl)-1H-[1,2,4]triazol-3-yl]-methanone), cyclopenten-1-ylboronic acid ester, ClC=1C=C(C=CC1)N1N=C(N=C1)C(=O)N1C(CN(CC1)C(=O)C1=NC(=CC=C1)C=1CCOCC1)(C)C ([1-(3-chloro-phenyl)-1H-[1,2,4]triazol-3-yl]-[4-[6-(3,6-dihydro-2H-pyran-4-yl)-pyridine-2-carbonyl]-2,2-dimethyl-piperazin-1-yl]-methanone). Yields the product ClC=1C=C(C=CC1)N1N=C(N=C1)C(=O)N1C(CN(CC1)C(=O)C1=NC(=CC=C1)C1=CCCC1)(C)C ([1-(3-Chloro-phenyl)-1H-[1,2,4]triazol-3-yl]-[4-(6-cyclopent-1-enyl-pyridine-2-carbonyl]-2,2-dimethyl-piperazin-1-yl]-methanone). Reaction SMILES: BrC1N=C(C(N2CCN(C(C3N=CN(C4C=CC=C(Cl)C=4)N=3)=O)C(C)(C)C2)=O)C=CC=1.[Cl:32][C:33]1[CH:34]=[C:35]([N:39]2[CH:43]=[N:42][C:41]([C:44]([N:46]3[CH2:51][CH2:50][N:49]([C:52]([C:54]4[CH:59]=[CH:58][CH:57]=[C:56]([C:60]5[CH2:61][CH2:62]O[CH2:64][CH:65]=5)[N:55]=4)=[O:53])[CH2:48][C:47]3([CH3:67])[CH3:66])=[O:45])=[N:40]2)[CH:36]=[CH:37][CH:38]=1>>[Cl:32][C:33]1[CH:34]=[C:35]([N:39]2[CH:43]=[N:42][C:41]([C:44]([N:46]3[CH2:51][CH2:50][N:49]([C:52]([C:54]4[CH:59]=[CH:58][CH:57]=[C:56]([C:60]5[CH2:61][CH2:62][CH2:64][CH:65]=5)[N:55]=4)=[O:53])[CH2:48][C:47]3([CH3:67])[CH3:66])=[O:45])=[N:40]2)[CH:36]=[CH:37][CH:38]=1. Procedure: This intermediate was prepared from [4-(6-bromo-pyridine-2-carbonyl)-2,2-dimethyl-piperazin-1-yl]-[1-(3-chloro-phenyl)-1H-[1,2,4]triazol-3-yl]-methanone and cyclopenten-1-ylboronic acid ester according to the preparation of [1-(3-chloro-phenyl)-1H-[1,2,4]triazol-3-yl]-[4-[6-(3,6-dihydro-2H-pyran-4-yl)-pyridine-2-carbonyl]-2,2-dimethyl-piperazin-1-yl]-methanone. The reactants are CC(=O)[Si](C)(C)C, C1CCOC1, [Li]CCCC, CCOCC, C[Si](C)(C)C#N, Cl, O=Cc1ccc(F)cc1. Yields the product CC(=O)C(O)c1ccc(F)cc1. Reaction SMILES: [C:12]([CH3:13])(=[O:14])[Si:15]([CH3:16])([CH3:17])[CH3:18].[CH2:29]1[O:30][CH2:31][CH2:32][CH2:33]1.[CH3:1][CH2:2][CH2:3][CH2:4][Li:5].[CH3:34][CH2:35][O:36][CH2:37][CH3:38].[CH3:6][Si:7]([C:8]#[N:9])([CH3:10])[CH3:11].[ClH:28].[F:19][c:20]1[cH:21][cH:22][c:23]([CH:24]=[O:25])[cH:26][cH:27]1>>[C:12]([CH3:13])(=[O:14])[CH:24]([c:23]1[cH:22][cH:21][c:20]([F:19])[cH:27][cH:26]1)[OH:25]. RXN SMILES: [CH3:12][C:13](=[O:14])[O:15][C:16](=[O:17])[CH3:18].[CH3:24][C:25]#[N:26].[S:19](=[O:20])(=[O:21])([OH:22])[OH:23].[c:1]1([CH:7]([C:8]#[N:9])[CH2:10][OH:11])[cH:2][cH:3][cH:4][cH:5][cH:6]1>>[c:1]1([CH:7]([C:8]#[N:9])[CH2:10][O:11][C:13]([CH3:12])=[O:14])[cH:2][cH:3][cH:4][cH:5][cH:6]1. Yields the product CC(=O)OCC(C#N)c1ccccc1. Starting materials: CC(=O)OC(C)=O, CC#N, O=S(=O)(O)O, N#CC(CO)c1ccccc1.